Dataset: the Open Reaction Database (ORD), a public repository of structured organic reaction records. Task: describe an organic reaction: reactants, conditions, products, and yield Reactants: BrC1=CC(=C(C=C1)C(=O)N1CCN(CC1)C1=NC=C(C=C1C)C)S(=O)(=O)C ((4-bromo-2-methanesulfonylphenyl)[4-(3,5-dimethylpyridin-2-yl)piperazin-1-yl]methanone), OC[C@@H]1CCC(N1)=O ((S)-5-hydroxymethylpyrrolidin-2-one). The product is CC=1C(=NC=C(C1)C)N1CCN(CC1)C(=O)C1=C(C=C(C=C1)N1C(CC[C@H]1CO)=O)S(=O)(=O)C ((S)-1-{4-[4-(3,5-dimethylpyridin-2-yl)piperazine-1-carbonyl]-3-methanesulfonylphenyl}-5-hydroxymethylpyrrolidin-2-one). Isolated yield 63.8%. Reaction SMILES: Br[C:2]1[CH:7]=[CH:6][C:5]([C:8]([N:10]2[CH2:15][CH2:14][N:13]([C:16]3[C:21]([CH3:22])=[CH:20][C:19]([CH3:23])=[CH:18][N:17]=3)[CH2:12][CH2:11]2)=[O:9])=[C:4]([S:24]([CH3:27])(=[O:26])=[O:25])[CH:3]=1.[OH:28][CH2:29][C@H:30]1[NH:34][C:33](=[O:35])[CH2:32][CH2:31]1>>[CH3:22][C:21]1[C:16]([N:13]2[CH2:14][CH2:15][N:10]([C:8]([C:5]3[CH:6]=[CH:7][C:2]([N:34]4[C@H:30]([CH2:29][OH:28])[CH2:31][CH2:32][C:33]4=[O:35])=[CH:3][C:4]=3[S:24]([CH3:27])(=[O:26])=[O:25])=[O:9])[CH2:11][CH2:12]2)=[N:17][CH:18]=[C:19]([CH3:23])[CH:20]=1. Procedure: Using (4-bromo-2-methanesulfonylphenyl)[4-(3,5-dimethylpyridin-2-yl)piperazin-1-yl]methanone (1.53 g) described in Preparation Example 112 and (S)-5-hydroxymethylpyrrolidin-2-one (428 mg) and by the reaction and treatment in the same manner as in Example 1, the title compound (1.05 g) was obtained. Starting materials: O=C1C=CCC1, N#Cc1ccc2[nH]ccc2c1, CC#N, O, O, O, O, O, O, O=S(=O)([O-])C(F)(F)F, O=S(=O)([O-])C(F)(F)F, O=S(=O)([O-])C(F)(F)F, [Yb+3]. The product is N#Cc1ccc2[nH]cc(C3CCC(=O)C3)c2c1. As a reaction SMILES: [C:1]1(=[O:6])[CH:2]=[CH:3][CH2:4][CH2:5]1.[C:7](#[N:8])[c:9]1[cH:10][c:11]2[cH:12][cH:13][nH:14][c:15]2[cH:16][cH:17]1.[CH3:49][C:50]#[N:51].[OH2:18].[OH2:19].[OH2:20].[OH2:21].[OH2:22].[OH2:23].[S:24]([O-:25])([C:26]([F:27])([F:28])[F:29])(=[O:30])=[O:31].[S:33]([O-:34])([C:35]([F:36])([F:37])[F:38])(=[O:39])=[O:40].[S:41]([O-:42])([C:43]([F:44])([F:45])[F:46])(=[O:47])=[O:48].[Yb+3:32]>>[C:1]1(=[O:6])[CH2:2][CH:3]([c:12]2[c:11]3[cH:10][c:9]([C:7]#[N:8])[cH:17][cH:16][c:15]3[nH:14][cH:13]2)[CH2:4][CH2:5]1. The reactants are C=CN1CCCC1=O (N-vinylpyrrolidone), c1ccc(cc1)I. Reagents/catalysts: C1=C\CC/C=C\CC/1.C1=C\CC/C=C\CC/1.[Ni], CCN(CC)CC (triethylamine), FC(F)(F)c1ccc(N2CP(c3ccccc3)CN(c3ccc(C(F)(F)F)cc3)CP(c3ccccc3)C2)cc1. Solvent: Cc1ccccc1. Reaction conditions: temperature 85 celsius, time 16 hour. The product is COc1cc(OC)cc(OC)c1 (1,3,5-trimethoxybenzene), C=C(c1ccccc1)N1CCCC1=O (Branched), O=C1CCCN1/C=C/c1ccccc1 (Linear), Unidentified compound 1, Unidentified compound 2, Unknown compound 3, Heck product with cycooctadiene 1, Heck product with cycooctadiene 2, Unknown Product 4.